Dataset: the Open Reaction Database (ORD), a public repository of structured organic reaction records. Task: describe an organic reaction: reactants, conditions, products, and yield As a reaction SMILES: [CH3:18][CH2:19][OH:20].[CH3:21][O:22][C:23]([c:24]1[cH:25][c:26]([Br:30])[cH:27][cH:28][cH:29]1)=[O:31].[CH3:32][c:33]1[cH:34][cH:35][cH:36][cH:37][cH:38]1.[CH3:3][O:4][c:5]1[c:6]([B:15]([OH:16])[OH:17])[cH:7][cH:8][c:9]([O:13][CH3:14])[c:10]1[O:11][CH3:12].[N:1]#[N:2].[OH2:39].[cH:40]1[cH:41][cH:42][c:43]([P:44]([Pd:45]([P:46]([c:47]2[cH:48][cH:49][cH:50][cH:51][cH:52]2)([c:53]2[cH:54][cH:55][cH:56][cH:57][cH:58]2)[c:59]2[cH:60][cH:61][cH:62][cH:63][cH:64]2)([P:65]([c:66]2[cH:67][cH:68][cH:69][cH:70][cH:71]2)([c:72]2[cH:73][cH:74][cH:75][cH:76][cH:77]2)[c:78]2[cH:79][cH:80][cH:81][cH:82][cH:83]2)[P:84]([c:85]2[cH:86][cH:87][cH:88][cH:89][cH:90]2)([c:91]2[cH:92][cH:93][cH:94][cH:95][cH:96]2)[c:97]2[cH:98][cH:99][cH:100][cH:101][cH:102]2)([c:103]2[cH:104][cH:105][cH:106][cH:107][cH:108]2)[c:109]2[cH:110][cH:111][cH:112][cH:113][cH:114]2)[cH:115][cH:116]1>>[CH3:3][O:4][c:5]1[c:6](-[c:26]2[cH:25][c:24]([C:23]([O:22][CH3:21])=[O:31])[cH:29][cH:28][cH:27]2)[cH:7][cH:8][c:9]([O:13][CH3:14])[c:10]1[O:11][CH3:12]. The reactants are CCO, COC(=O)c1cccc(Br)c1, Cc1ccccc1, COc1ccc(B(O)O)c(OC)c1OC, N#N, O, c1ccc(P(c2ccccc2)(c2ccccc2)[Pd](P(c2ccccc2)(c2ccccc2)c2ccccc2)(P(c2ccccc2)(c2ccccc2)c2ccccc2)P(c2ccccc2)(c2ccccc2)c2ccccc2)cc1. The product is COC(=O)c1cccc(-c2ccc(OC)c(OC)c2OC)c1. Starting materials: C[S-], OCCOc1cccnc1Cl, [Na+], CN(C)C=O. Product: CSc1ncccc1OCCO. RXN SMILES: [CH3:1][S-:2].[Cl:4][c:5]1[n:6][cH:7][cH:8][cH:9][c:10]1[O:11][CH2:12][CH2:13][OH:14].[Na+:3].[O:15]=[CH:16][N:17]([CH3:18])[CH3:19]>>[CH3:1][S:2][c:5]1[n:6][cH:7][cH:8][cH:9][c:10]1[O:11][CH2:12][CH2:13][OH:14].